From a dataset of the Open Reaction Database (ORD), a public repository of structured organic reaction records. describe an organic reaction: reactants, conditions, products, and yield Starting materials: [BH4-], CO, O=Cc1cc(I)ccc1F, [Na+]. The product is OCc1cc(I)ccc1F. RXN SMILES: [BH4-:11].[CH3:13][OH:14].[F:1][c:2]1[c:3]([CH:4]=[O:5])[cH:6][c:7]([I:10])[cH:8][cH:9]1.[Na+:12]>>[F:1][c:2]1[c:3]([CH2:4][OH:5])[cH:6][c:7]([I:10])[cH:8][cH:9]1. Reactants: C(C)(C)(C)OC(COC1=C(C=C(C=C1)Cl)Br)=O (tert-butyl(2-bromo-4-chlorophenoxy)acetate), ClC=1C(=C(C=CC1)O)I (3-chloro-2-iodophenol). Product: C(C)(C)(C)OC(COC1=C(C(=CC=C1)Cl)I)=O (tert-butyl(3-chloro-2-iodophenoxy)acetate). The yield is 86.0%. As a reaction SMILES: [C:1]([O:5][C:6](=[O:17])[CH2:7]OC1C=CC(Cl)=CC=1Br)([CH3:4])([CH3:3])[CH3:2].[Cl:18][C:19]1[C:20]([I:26])=[C:21]([OH:25])[CH:22]=[CH:23][CH:24]=1>>[C:1]([O:5][C:6](=[O:17])[CH2:7][O:25][C:21]1[CH:22]=[CH:23][CH:24]=[C:19]([Cl:18])[C:20]=1[I:26])([CH3:4])([CH3:3])[CH3:2]. Procedure: Following the general method as outlined in Intermediate 1, starting from 3-chloro-2-iodophenol (prepared as described in J. Org. Chem., 2005, 70, 6548-6551), the title compound was obtained as a white solid in 86% yield after purification by flash column chromatography (silica), eluting with cyclohexane containing increasing amounts of EtOAc. Reactants: C1(CCCCC1)NC1=C2C(=NC=C1C=O)N(C=C2)COCC[Si](C)(C)C (4-(Cyclohexylamino)-1-{[2-(trimethylsilyl)ethoxy]methyl}-1H-pyrrolo[2,3-b]pyridine-5-carbaldehyde), [BH4-].[Na+] (sodium borohydride), O (water). Run in CO (methanol). The product is C1(CCCCC1)NC1=C2C(=NC=C1CO)N(C=C2)COCC[Si](C)(C)C ((4-(Cyclohexylamino)-1-{[2-(trimethylsilyl)ethoxy]methyl}-1H-pyrrolo[2,3-b]pyridin-5-yl)methanol). Reaction SMILES: [CH:1]1([NH:7][C:8]2[C:13]([CH:14]=[O:15])=[CH:12][N:11]=[C:10]3[N:16]([CH2:19][O:20][CH2:21][CH2:22][Si:23]([CH3:26])([CH3:25])[CH3:24])[CH:17]=[CH:18][C:9]=23)[CH2:6][CH2:5][CH2:4][CH2:3][CH2:2]1.[BH4-].[Na+].O>CO>[CH:1]1([NH:7][C:8]2[C:13]([CH2:14][OH:15])=[CH:12][N:11]=[C:10]3[N:16]([CH2:19][O:20][CH2:21][CH2:22][Si:23]([CH3:26])([CH3:25])[CH3:24])[CH:17]=[CH:18][C:9]=23)[CH2:2][CH2:3][CH2:4][CH2:5][CH2:6]1 |f:1.2|. Reported procedure: 4-(Cyclohexylamino)-1-{[2-(trimethylsilyl)ethoxy]methyl}-1H-pyrrolo[2,3-b]pyridine-5-carbaldehyde (104 mg, 0.279 mmol) in methanol (3 mL) was stirred with sodium borohydride (15.8 mg, 0.418 mmol) at room temperature for 2 hours, after addition of water, the reaction mixture was extracted with chloroform twice, and the organic layers were combined, dried over anhydrous magnesium sulfate and concentrated under reduced pressure. The resulting pale yellow oil containing the title compound was used f... Product: ClC=1C=CC(=C(CC2CNC(CN(C2=O)C(=O)N[C@H](CC)C(=O)NC=2C=NC=CC2)=O)C1)OC (6-(5-chloro-2-methoxybenzyl)-3,7-dioxo-N-{(1R)-1-[(3-pyridylamino)carbonyl]propyl}-1,4-diazepan-1-carboxamide). Reactants: ClC=1C=CC(=C(CC2CNC(CN(C2=O)C(=O)NC(C(=O)NCC(=O)OC(C)(C)C)CC)=O)C1)OC (tert-butyl {[2-({[6-(5-chloro-2-methoxybenzyl)-3,7-dioxo-1,4-diazepan-1-yl]carbonyl}amino)butanoyl]amino}acetate), Cl.C(C)(C)(C)OC(CN)=O (glycine tert-butyl ester hydrochloride), NC=1C=NC=CC1 (3-aminopyridine). Reaction SMILES: [Cl:1][C:2]1[CH:3]=[CH:4][C:5]([O:35][CH3:36])=[C:6]([CH:34]=1)[CH2:7][CH:8]1[C:14](=[O:15])[N:13]([C:16]([NH:18][CH:19]([CH2:31][CH3:32])[C:20]([NH:22][CH2:23][C:24](OC(C)(C)C)=O)=[O:21])=[O:17])[CH2:12][C:11](=[O:33])[NH:10][CH2:9]1.Cl.C(OC(=O)CN)(C)(C)C.[NH2:47][C:48]1C=NC=[CH:52][CH:53]=1>>[Cl:1][C:2]1[CH:3]=[CH:4][C:5]([O:35][CH3:36])=[C:6]([CH:34]=1)[CH2:7][CH:8]1[C:14](=[O:15])[N:13]([C:16]([NH:18][C@@H:19]([C:20]([NH:22][C:23]2[CH:24]=[N:47][CH:48]=[CH:53][CH:52]=2)=[O:21])[CH2:31][CH3:32])=[O:17])[CH2:12][C:11](=[O:33])[NH:10][CH2:9]1 |f:1.2|. Procedure details: Instead of the starting material compound of Example 220, that is, glycine tert-butyl ester hydrochloride, 3-aminopyridine was used for the similar procedure as in Example 220 to obtain the title compound. Starting materials: CC(C)(C)OC(=O)N1CCC(CN=[N+]=[N-])C(O)C1, COCCN(CCOC)S(F)(F)F, ClCCl. The product is CC(C)(C)OC(=O)N1CC=C(CN=[N+]=[N-])CC1. Reaction SMILES: [C:1]([CH3:2])([CH3:3])([CH3:4])[O:5][C:6](=[O:7])[N:8]1[CH2:9][CH:10]([OH:18])[CH:11]([CH2:14][N:15]=[N+:16]=[N-:17])[CH2:12][CH2:13]1.[CH3:19][O:20][CH2:21][CH2:22][N:23]([S:24]([F:25])([F:26])[F:27])[CH2:28][CH2:29][O:30][CH3:31].[Cl:32][CH2:33][Cl:34]>>[C:1]([CH3:2])([CH3:3])([CH3:4])[O:5][C:6](=[O:7])[N:8]1[CH2:9][CH:10]=[C:11]([CH2:14][N:15]=[N+:16]=[N-:17])[CH2:12][CH2:13]1. Reactants: C(C1=CC=CC=C1)ONC(=O)[C@@H](C\C=C\C1=CC=CC=C1)[C@H](C(=O)NNCC(CC)CC)CC(C)C ((E)-2(R)-[1(S)-(benzyloxycarbamoyl)-4-phenyl-3-butenyl]-2′-(2-ethylbutyl)-4-methylvalerohydrazide), N1(N=NC=C1)CC(=O)O (1,2,3-triazole-1-acetic acid). The product is C(C1=CC=CC=C1)ONC(=O)[C@@H](C\C=C\C1=CC=CC=C1)[C@H](C(=O)NN(C(CN1N=NC=C1)=O)CC(CC)CC)CC(C)C ((E)-2(R)-[1(S)-(benzyloxycarbamoyl)-4-phenyl-3-butenyl]-2′-(2-ethylbutyl)-4-methyl-2′-[2-(1H-1,2,3-triazol-1-yl)acetyl]valerohydrazide). Reaction SMILES: [CH2:1]([O:8][NH:9][C:10]([C@H:12]([C@@H:22]([CH2:33][CH:34]([CH3:36])[CH3:35])[C:23]([NH:25][NH:26][CH2:27][CH:28]([CH2:31][CH3:32])[CH2:29][CH3:30])=[O:24])[CH2:13]/[CH:14]=[CH:15]/[C:16]1[CH:21]=[CH:20][CH:19]=[CH:18][CH:17]=1)=[O:11])[C:2]1[CH:7]=[CH:6][CH:5]=[CH:4][CH:3]=1.[N:37]1([CH2:42][C:43](O)=[O:44])[CH:41]=[CH:40][N:39]=[N:38]1>>[CH2:1]([O:8][NH:9][C:10]([C@H:12]([C@@H:22]([CH2:33][CH:34]([CH3:36])[CH3:35])[C:23]([NH:25][N:26]([CH2:27][CH:28]([CH2:29][CH3:30])[CH2:31][CH3:32])[C:43](=[O:44])[CH2:42][N:37]1[CH:41]=[CH:40][N:39]=[N:38]1)=[O:24])[CH2:13]/[CH:14]=[CH:15]/[C:16]1[CH:21]=[CH:20][CH:19]=[CH:18][CH:17]=1)=[O:11])[C:2]1[CH:3]=[CH:4][CH:5]=[CH:6][CH:7]=1. Procedure details: In a manner analogous to that described in Example 8 from (E)-2(R)-[1(S)-(benzyloxycarbamoyl)-4-phenyl-3-butenyl]-2′-(2-ethylbutyl)-4-methylvalerohydrazide and using 1,2,3-triazole-1-acetic acid in place of N-tert-butoxycarbonyl-β-alanine there was obtained (E)-2(R)-[1(S)-(benzyloxycarbamoyl)-4-phenyl-3-butenyl]-2′-(2-ethylbutyl)-4-methyl-2′-[2-(1H-1,2,3-triazol-1-yl)acetyl]valerohydrazide in the form of a gum. The reactants are C(C)OC(=O)C1=C(C2=C(C(=N1)CC1=CC=CC=C1)SC(=N2)C2=CC=CC=C2)O (4-benzyl-7-hydroxy-2-phenyl-thiazolo[5,4-c]pyridine-6-carboxylic acid ethyl ester), NCC(=O)O (glycine). Solvent: C[O-].[Na+].CO (sodium methoxide methanol). Yields the product C(C1=CC=CC=C1)C1=NC(=C(C2=C1SC(=N2)C2=CC=CC=C2)O)C(=O)NCC(=O)O ([(4-Benzyl-7-hydroxy-2-phenyl-thiazolo[5,4-c]pyridine-6-carbonyl)-amino]-acetic acid). Isolated yield 75.5%. Reaction SMILES: C(O[C:4]([C:6]1[N:11]=[C:10]([CH2:12][C:13]2[CH:18]=[CH:17][CH:16]=[CH:15][CH:14]=2)[C:9]2[S:19][C:20]([C:22]3[CH:27]=[CH:26][CH:25]=[CH:24][CH:23]=3)=[N:21][C:8]=2[C:7]=1[OH:28])=[O:5])C.[NH2:29][CH2:30][C:31]([OH:33])=[O:32]>C[O-].[Na+].CO>[CH2:12]([C:10]1[C:9]2[S:19][C:20]([C:22]3[CH:23]=[CH:24][CH:25]=[CH:26][CH:27]=3)=[N:21][C:8]=2[C:7]([OH:28])=[C:6]([C:4]([NH:29][CH2:30][C:31]([OH:33])=[O:32])=[O:5])[N:11]=1)[C:13]1[CH:14]=[CH:15][CH:16]=[CH:17][CH:18]=1 |f:2.3.4|. Procedure: A mixture of 4-benzyl-7-hydroxy-2-phenyl-thiazolo[5,4-c]pyridine-6-carboxylic acid ethyl ester (48 mg, 0.12 mmole) and glycine (185 mg, 2.46 mmole) in 0.5 M sodium methoxide/methanol (4.7 ml) was refluxed for 45 h before it was cooled to room temperature and concentrated in vacuo. The residue was dissolved in water (15 ml) and extracted twice with dichloromethane. The remaining aqueous layer was acidified to pH=3 with 1N HCl (3.5 ml). The resulting precipitate was filtered, washed with water and... Starting materials: CCCC[SnH](CCCC)CCCC, Cc1ccccc1, CCCCC(OS(=O)n1ccnc1)C(CC1CC1)C(=O)NC1N=C(c2ccccc2)c2ccccc2N(C)C1=O. The product is CCCCCC(CC1CC1)C(=O)NC1N=C(c2ccccc2)c2ccccc2N(C)C1=O. RXN SMILES: [CH2:41]([SnH:42]([CH2:43][CH2:44][CH2:45][CH3:46])[CH2:47][CH2:48][CH2:49][CH3:50])[CH2:51][CH2:52][CH3:53].[CH3:54][c:55]1[cH:56][cH:57][cH:58][cH:59][cH:60]1.[CH:1]1([CH2:4][CH:5]([C:6](=[O:7])[NH:8][CH:9]2[C:10](=[O:27])[N:11]([CH3:26])[c:12]3[c:13]([cH:22][cH:23][cH:24][cH:25]3)[C:14]([c:16]3[cH:17][cH:18][cH:19][cH:20][cH:21]3)=[N:15]2)[CH:28]([CH2:29][CH2:30][CH2:31][CH3:32])[O:33][S:34]([n:35]2[cH:36][cH:37][n:38][cH:39]2)=[O:40])[CH2:2][CH2:3]1>>[CH:1]1([CH2:4][CH:5]([C:6](=[O:7])[NH:8][CH:9]2[C:10](=[O:27])[N:11]([CH3:26])[c:12]3[c:13]([cH:22][cH:23][cH:24][cH:25]3)[C:14]([c:16]3[cH:17][cH:18][cH:19][cH:20][cH:21]3)=[N:15]2)[CH2:28][CH2:29][CH2:30][CH2:31][CH3:32])[CH2:2][CH2:3]1. Starting materials: C=O, CCOC(=O)C(C)(C(=O)OCC)c1ccc(N2CCNCC2)cc1, O=CO. The product is CCOC(=O)C(C)(C(=O)OCC)c1ccc(N2CCN(C)CC2)cc1. As a reaction SMILES: [CH2:1]=[O:2].[CH3:3][C:4]([C:5](=[O:6])[O:7][CH2:8][CH3:9])([C:10](=[O:11])[O:12][CH2:13][CH3:14])[c:15]1[cH:16][cH:17][c:18]([N:21]2[CH2:22][CH2:23][NH:24][CH2:25][CH2:26]2)[cH:19][cH:20]1.[CH:27]([OH:28])=[O:29]>>[CH3:1][N:24]1[CH2:23][CH2:22][N:21]([c:18]2[cH:17][cH:16][c:15]([C:4]([CH3:3])([C:5](=[O:6])[O:7][CH2:8][CH3:9])[C:10](=[O:11])[O:12][CH2:13][CH3:14])[cH:20][cH:19]2)[CH2:26][CH2:25]1. Reactants: [Na+].C(C=C)C1=CC=C(C=2C(C=C(OC21)C(=O)[O-])=O)OCCC(C)C (8-allyl-5-(3-methyl-n-butoxy)-4-oxo-4H-1-benzopyran-2-carboxylic acid sodium salt), [N+](=O)([O-])[O-].[Ca+2].[N+](=O)([O-])[O-] (calcium nitrate). Solvent: O (water), O (water). Yields the product O.[Ca+2].C(C=C)C1=CC=C(C=2C(C=C(OC21)C(=O)[O-])=O)OCCC(C)C.C(C=C)C2=CC=C(C=1C(C=C(OC12)C(=O)[O-])=O)OCCC(C)C (8-allyl-5-(3-methyl-n-butoxy)-4-oxo-4H-1-benzpyran-2-carboxylic acid calcium salt monohydrate). Reaction SMILES: [Na+].[CH2:2]([C:5]1[C:14]2[O:13][C:12]([C:15]([O-:17])=[O:16])=[CH:11][C:10](=[O:18])[C:9]=2[C:8]([O:19][CH2:20][CH2:21][CH:22]([CH3:24])[CH3:23])=[CH:7][CH:6]=1)[CH:3]=[CH2:4].[N+]([O-])([O-])=O.[Ca+2:29].[N+]([O-])([O-])=O>O>[OH2:13].[Ca+2:29].[CH2:2]([C:5]1[C:14]2[O:13][C:12]([C:15]([O-:17])=[O:16])=[CH:11][C:10](=[O:18])[C:9]=2[C:8]([O:19][CH2:20][CH2:21][CH:22]([CH3:24])[CH3:23])=[CH:7][CH:6]=1)[CH:3]=[CH2:4].[CH2:2]([C:5]1[C:14]2[O:13][C:12]([C:15]([O-:17])=[O:16])=[CH:11][C:10](=[O:18])[C:9]=2[C:8]([O:19][CH2:20][CH2:21][CH:22]([CH3:24])[CH3:23])=[CH:7][CH:6]=1)[CH:3]=[CH2:4] |f:0.1,2.3.4,6.7.8.9|. Reported procedure: To a solution of 4.98 g of 8-allyl-5-(3-methyl-n-butoxy)-4-oxo-4H-1-benzopyran-2-carboxylic acid sodium salt in 50 parts of water was added a saturated solution of 1.2 parts of calcium nitrate in water. The resulting calcium salt was filtered off, washed with water and dried to give 5 parts of 8-allyl-5-(3-methyl-n-butoxy)-4-oxo-4H-1-benzpyran-2-carboxylic acid calcium salt monohydrate as a white solid.